Dataset: the Open Reaction Database (ORD), a public repository of structured organic reaction records. Task: describe an organic reaction: reactants, conditions, products, and yield Reactants: C(Cl)(Cl)Cl (CHCl3), C(CC)[Mg]Br (n-propylmagnesium bromide), C1(=CC=CC=C1)C1=CC=C(C(=O)C(=O)OCC)C=C1 (ethyl 4-phenylbenzoylformate), OC=1C(OC(C1O)(C1=CC=CC=C1)C)=O (3,4-dihydroxy-5-methyl-5-phenyl-2(5H)-furanone). Run in hexanes, C1CCOC1 (THF). The product is C1(=CC=C(C=C1)C1(C(=C(C(O1)=O)OCC1=CC=CC=C1)O)CCC)C1=CC=CC=C1 (5-[(1,1'-biphenyl)-4-yl]-4-hydroxy-3-phenylmethoxy-5-propyl-2(5H)-furanone). The yield is 8.0%. Reaction SMILES: [CH2:1]([Mg]Br)[CH2:2][CH3:3].[C:6]1([C:12]2[CH:24]=[CH:23][C:15]([C:16]([C:18]([O:20]CC)=O)=[O:17])=[CH:14][CH:13]=2)[CH:11]=[CH:10][CH:9]=[CH:8][CH:7]=1.[OH:25][C:26]1[C:27](=O)[O:28][C:29](C)([C:32]2[CH:37]=[CH:36][CH:35]=[CH:34][CH:33]=2)C=1O.C(Cl)(Cl)Cl>C1COCC1>[C:12]1([C:6]2[CH:7]=[CH:8][CH:9]=[CH:10][CH:11]=2)[CH:13]=[CH:14][C:15]([C:16]2([CH2:1][CH2:2][CH3:3])[O:17][C:26](=[O:25])[C:27]([O:28][CH2:29][C:32]3[CH:33]=[CH:34][CH:35]=[CH:36][CH:37]=3)=[C:18]2[OH:20])=[CH:23][CH:24]=1. Procedure details: A total of 5.2 mL (10.4 mmol) of 2.0M n-propylmagnesium bromide was added to a solution of 2.4 g (10 mmol) of ethyl 4-phenylbenzoylformate in THF in an analogous manner as described for the synthesis of 3,4-dihydroxy-5-methyl-5-phenyl-2(5H)-furanone to give prior to hydrogenolysis 0.30 g (8% yield) of 5-[(1,1'-biphenyl)-4-yl]-4-hydroxy-3-phenylmethoxy-5-propyl-2(5H)-furanone as an off white solid after crystallization from CHCl3 and hexanes. Reactants: C1CNCCN1, I[Cu]I, [Cu], Cc1ccc(F)c(S(=O)(=O)O)c1. Product: Cc1ccc(N2CCNCC2)c(S(=O)(=O)O)c1. As a reaction SMILES: [CH2:13]1[CH2:14][NH:15][CH2:16][CH2:17][NH:18]1.[Cu:19]([I:20])[I:21].[Cu:22].[F:1][c:2]1[c:3]([S:9](=[O:10])(=[O:11])[OH:12])[cH:4][c:5]([CH3:8])[cH:6][cH:7]1>>[c:2]1([N:15]2[CH2:14][CH2:13][NH:18][CH2:17][CH2:16]2)[c:3]([S:9](=[O:10])(=[O:11])[OH:12])[cH:4][c:5]([CH3:8])[cH:6][cH:7]1. The reactants are CCOCC, Cc1c(Oc2ccc(C#N)cc2F)ncnc1OC1CCN(C(=O)OC(C)C)CC1, Sc1ccccc1. Yields the product Cc1c(Oc2ccc(C(=N)Sc3ccccc3)cc2F)ncnc1OC1CCN(C(=O)OC(C)C)CC1. RXN SMILES: [CH3:38][CH2:39][O:40][CH2:41][CH3:42].[CH:1]([CH3:2])([CH3:3])[O:4][C:5](=[O:6])[N:7]1[CH2:8][CH2:9][CH:10]([O:13][c:14]2[n:15][cH:16][n:17][c:18]([O:21][c:22]3[c:23]([F:30])[cH:24][c:25]([C:28]#[N:29])[cH:26][cH:27]3)[c:19]2[CH3:20])[CH2:11][CH2:12]1.[SH:31][c:32]1[cH:33][cH:34][cH:35][cH:36][cH:37]1>>[CH:1]([CH3:2])([CH3:3])[O:4][C:5](=[O:6])[N:7]1[CH2:8][CH2:9][CH:10]([O:13][c:14]2[n:15][cH:16][n:17][c:18]([O:21][c:22]3[c:23]([F:30])[cH:24][c:25]([C:28](=[NH:29])[S:31][c:32]4[cH:33][cH:34][cH:35][cH:36][cH:37]4)[cH:26][cH:27]3)[c:19]2[CH3:20])[CH2:11][CH2:12]1. Reactants: [Br-], C1CCOC1, CON(C)C(=O)C1CC2(CN1C(=O)OC(C)(C)C)C(=O)Nc1ccccc12, [Mg+]c1ccc(Cl)cc1. The product is CC(C)(C)OC(=O)N1CC2(CC1C(=O)c1ccc(Cl)cc1)C(=O)Nc1ccccc12. RXN SMILES: [Br-:28].[CH2:37]1[O:38][CH2:39][CH2:40][CH2:41]1.[CH3:1][O:2][N:3]([C:4](=[O:5])[CH:6]1[CH2:7][C:8]2([C:9](=[O:17])[NH:10][c:11]3[cH:12][cH:13][cH:14][cH:15][c:16]32)[CH2:18][N:19]1[C:20](=[O:21])[O:22][C:23]([CH3:24])([CH3:25])[CH3:26])[CH3:27].[Cl:29][c:30]1[cH:31][cH:32][c:33]([Mg+:36])[cH:34][cH:35]1>>[C:4](=[O:5])([CH:6]1[CH2:7][C:8]2([C:9](=[O:17])[NH:10][c:11]3[cH:12][cH:13][cH:14][cH:15][c:16]32)[CH2:18][N:19]1[C:20](=[O:21])[O:22][C:23]([CH3:24])([CH3:25])[CH3:26])[c:33]1[cH:32][cH:31][c:30]([Cl:29])[cH:35][cH:34]1. Reactants: O=c1ccc(-c2cccc(Br)c2)n[nH]1, CO, Cl. The product is O=c1ccc(-c2cccc(Br)c2)nn1CO. Reaction SMILES: [Br:1][c:2]1[cH:3][c:4](-[c:8]2[cH:9][cH:10][c:11](=[O:14])[nH:12][n:13]2)[cH:5][cH:6][cH:7]1.[CH3:16][OH:17].[ClH:15]>>[Br:1][c:2]1[cH:3][c:4](-[c:8]2[cH:9][cH:10][c:11](=[O:14])[n:12]([CH2:16][OH:17])[n:13]2)[cH:5][cH:6][cH:7]1. The reactants are O=c1ncc(Br)c[nH]1, CC(C)(C)[Si](C)(C)OCCBr, O=C([O-])[O-], CN(C)C=O, [Cs+], [Cs+], [Na+], O=C([O-])O. Product: CC(C)(C)[Si](C)(C)OCCn1cc(Br)cnc1=O. RXN SMILES: [Br:1][c:2]1[cH:3][n:4][c:5](=[O:8])[nH:6][cH:7]1.[Br:9][CH2:10][CH2:11][O:12][Si:13]([CH3:14])([CH3:15])[C:16]([CH3:17])([CH3:18])[CH3:19].[C:20](=[O:21])([O-:22])[O-:23].[CH3:31][N:32]([CH3:33])[CH:34]=[O:35].[Cs+:24].[Cs+:25].[Na+:30].[O-:26][C:27]([OH:28])=[O:29]>>[Br:1][c:2]1[cH:3][n:4][c:5](=[O:8])[n:6]([CH2:10][CH2:11][O:12][Si:13]([CH3:14])([CH3:15])[C:16]([CH3:17])([CH3:18])[CH3:19])[cH:7]1. The reactants are CC(=O)O, CC(C)N(Cc1ccc(C(=O)C2CCN(C(c3ccccc3)(c3ccccc3)c3ccccc3)CC2)cc1)C(C)C. Product: CC(C)N(Cc1ccc(C(=O)C2CCNCC2)cc1)C(C)C. RXN SMILES: [CH3:42][C:43](=[O:44])[OH:45].[CH:1]([CH3:2])([CH3:3])[N:4]([CH:5]([CH3:6])[CH3:7])[CH2:8][c:9]1[cH:10][cH:11][c:12]([C:13](=[O:14])[CH:15]2[CH2:16][CH2:17][N:18]([C:21]([c:22]3[cH:23][cH:24][cH:25][cH:26][cH:27]3)([c:28]3[cH:29][cH:30][cH:31][cH:32][cH:33]3)[c:34]3[cH:35][cH:36][cH:37][cH:38][cH:39]3)[CH2:19][CH2:20]2)[cH:40][cH:41]1>>[CH:1]([CH3:2])([CH3:3])[N:4]([CH:5]([CH3:6])[CH3:7])[CH2:8][c:9]1[cH:10][cH:11][c:12]([C:13](=[O:14])[CH:15]2[CH2:16][CH2:17][NH:18][CH2:19][CH2:20]2)[cH:40][cH:41]1. The reactants are monohydrate, IC=1C=C(C(=O)O)C=CC1 (3-iodobenzoic acid), NN (hydrazine), C(=O)(N1C=NC=C1)N1C=NC=C1 (1,1′-carbonyldiimidazole). Run in C1CCOC1 (THF). Run at time 45 minute. Yields the product IC=1C=C(C(=O)NN)C=CC1 (3-iodobenzohydrazide). The yield is 78.0%. RXN SMILES: [I:1][C:2]1[CH:3]=[C:4]([CH:8]=[CH:9][CH:10]=1)[C:5](O)=[O:6].C(N1C=CN=C1)(N1C=CN=C1)=O.[NH2:23][NH2:24]>C1COCC1>[I:1][C:2]1[CH:3]=[C:4]([CH:8]=[CH:9][CH:10]=1)[C:5]([NH:23][NH2:24])=[O:6]. Reported procedure: Commercially available 3-iodobenzoic acid (7.41 g, 29.9 mmol) was dissolved in THF (121 mL), and the mixture was stirred at room temperature for 45 minutes after adding 1,1′-carbonyldiimidazole (5.33 g, 32.9 mmol). The mixture was further stirred at room temperature for 2 hours after adding hydrazine.monohydrate (5.3 mL, 109 mmol). The mixture was then concentrated under reduced pressure, and recrystallized from methanol and water to give 3-iodobenzohydrazide (6.08 g, 78%). The reactants are O=C(Cl)CCBr, CC(C)N, ClCCl. The product is CC(C)NC(=O)CCBr. As a reaction SMILES: [Br:5][CH2:6][CH2:7][C:8](=[O:9])[Cl:10].[CH3:1][CH:2]([CH3:3])[NH2:4].[Cl:11][CH2:12][Cl:13]>>[CH3:1][CH:2]([CH3:3])[NH:4][C:8]([CH2:7][CH2:6][Br:5])=[O:9].